From a dataset of the Open Reaction Database (ORD), a public repository of structured organic reaction records. describe an organic reaction: reactants, conditions, products, and yield Reactants: C(C)(=O)O (acetic acid), CC1=C(C=NN1C1=CC=C(C=C1)[N+](=O)[O-])C(C)=O (1-[5-methyl-1-(4-nitrophenyl)-1H-pyrazol-4-yl]ethanone). Reagents/catalysts: [Fe] (iron(0)). The solvent is CCO.O (EtOH water). Run at temperature 75 celsius. The product is NC1=CC=C(C=C1)N1N=CC(=C1C)C(C)=O (1-[1-(4-Aminophenyl)-5-methyl-1H-pyrazol-4-yl]ethanone). The yield is 84.8%. As a reaction SMILES: C(O)(=O)C.[CH3:5][C:6]1[N:10]([C:11]2[CH:16]=[CH:15][C:14]([N+:17]([O-])=O)=[CH:13][CH:12]=2)[N:9]=[CH:8][C:7]=1[C:20](=[O:22])[CH3:21]>CCO.O.[Fe]>[NH2:17][C:14]1[CH:13]=[CH:12][C:11]([N:10]2[C:6]([CH3:5])=[C:7]([C:20](=[O:22])[CH3:21])[CH:8]=[N:9]2)=[CH:16][CH:15]=1 |f:2.3|. Procedure: 2 ml of acetic acid and 0.64 g of iron(0) are added to 0.94 g of 1-[5-methyl-1-(4-nitrophenyl)-1H-pyrazol-4-yl]ethanone (Journal of Chemical Research, Synopses (1986), (5), 166-7) in 60 ml of EtOH/water mixture (65/35; v/v). It is heated at 75° C. for 2 hours. It is concentrated, filtered on Celite®, the filtrate is neutralized with saturated Na2CO3 and it is extracted with DCM. The organic phase is washed with water, with brine, it is dried over Na2SO4 and evaporated. 0.70 g of yellow powder is... The reactants are CCCCCCCCCCCCN, CCOC(C)=O, Cc1cc(Cl)nc(C(C)C)n1, [Na+], C1COCCO1, [OH-]. Product: CCCCCCCCCCCCNc1cc(C)nc(C(C)C)n1. RXN SMILES: [CH2:12]([CH2:13][CH2:14][CH2:15][CH2:16][CH2:17][CH2:18][CH2:19][CH2:20][CH2:21][CH2:22][CH3:23])[NH2:24].[CH3:25][CH2:26][O:27][C:28](=[O:29])[CH3:30].[Cl:1][c:2]1[n:3][c:4]([CH:9]([CH3:10])[CH3:11])[n:5][c:6]([CH3:8])[cH:7]1.[Na+:32].[O:33]1[CH2:34][CH2:35][O:36][CH2:37][CH2:38]1.[OH-:31]>>[c:2]1([NH:24][CH2:12][CH2:13][CH2:14][CH2:15][CH2:16][CH2:17][CH2:18][CH2:19][CH2:20][CH2:21][CH2:22][CH3:23])[n:3][c:4]([CH:9]([CH3:10])[CH3:11])[n:5][c:6]([CH3:8])[cH:7]1. Reactants: C=CCOC(=O)CCCC=CCC1C(Cl)CC(OC2CCCCO2)C1CO[Si](C)(C)C(C)(C)C, CCCC[N+](CCCC)(CCCC)CCCC, C1CCOC1, [F-]. Product: C=CCOC(=O)CCCC=CCC1C(Cl)CC(OC2CCCCO2)C1CO. As a reaction SMILES: [C:1]([Si:2]([CH3:3])([CH3:4])[O:6][CH2:7][CH:8]1[CH:9]([CH2:21][CH:22]=[CH:23][CH2:24][CH2:25][CH2:26][C:27](=[O:28])[O:29][CH2:30][CH:31]=[CH2:32])[CH:10]([Cl:20])[CH2:11][CH:12]1[O:13][CH:14]1[O:15][CH2:16][CH2:17][CH2:18][CH2:19]1)([CH3:5])([CH3:33])[CH3:34].[CH2:36]([N+:37]([CH2:38][CH2:39][CH2:40][CH3:41])([CH2:42][CH2:43][CH2:44][CH3:45])[CH2:46][CH2:47][CH2:48][CH3:49])[CH2:50][CH2:51][CH3:52].[CH2:53]1[O:54][CH2:55][CH2:56][CH2:57]1.[F-:35]>>[OH:6][CH2:7][CH:8]1[CH:9]([CH2:21][CH:22]=[CH:23][CH2:24][CH2:25][CH2:26][C:27](=[O:28])[O:29][CH2:30][CH:31]=[CH2:32])[CH:10]([Cl:20])[CH2:11][CH:12]1[O:13][CH:14]1[O:15][CH2:16][CH2:17][CH2:18][CH2:19]1. Reaction SMILES: [F:1][C:2]1[CH:25]=[CH:24][C:5]([CH2:6][N:7]([CH2:14][CH2:15][N:16]([CH3:23])[CH2:17][CH2:18][CH2:19][CH2:20][CH2:21][NH2:22])[C:8]2[CH:13]=[CH:12][CH:11]=[CH:10][N:9]=2)=[CH:4][CH:3]=1.[C:26](N1C=CN=C1)(N1C=CN=C1)=[O:27].[N:38]1([CH2:44][C:45]2[CH:46]=[C:47]([CH:53]=[CH:54][CH:55]=2)[O:48][CH2:49][CH2:50][CH2:51][NH2:52])[CH2:43][CH2:42][CH2:41][CH2:40][CH2:39]1>>[F:1][C:2]1[CH:25]=[CH:24][C:5]([CH2:6][N:7]([CH2:14][CH2:15][N:16]([CH2:17][CH2:18][CH2:19][CH2:20][CH2:21][NH:22][C:26]([NH:52][CH2:51][CH2:50][CH2:49][O:48][C:47]2[CH:53]=[CH:54][CH:55]=[C:45]([CH2:44][N:38]3[CH2:43][CH2:42][CH2:41][CH2:40][CH2:39]3)[CH:46]=2)=[O:27])[CH3:23])[C:8]2[CH:13]=[CH:12][CH:11]=[CH:10][N:9]=2)=[CH:4][CH:3]=1. Procedure: Preparation is effected analogously to Example 63, using 0.51 g (1.5 mmol) of N-[2-[N-(4-fluorobenzyl)-N-(2-pyridyl)amino]ethyl]-N-methyl-1,5-pentanediamine and the equimolar amounts of 1,1'-carbonyldiimidazole and 3-[3-(piperidinomethyl)phenoxy]propylamine as starting materials. Working up by chromatography analogously to Example 63 yields the purified title compound in the form of a viscous oil; MS (+FAB method): m/z (rel. int. [%])=619 ([M+H]+, 3), 77 (100); IR (KBr): 1634 cm-1 (C=O). For fur... Starting materials: FC1=CC=C(CN(C2=NC=CC=C2)CCN(CCCCCN)C)C=C1 (N-[2-[N-(4-fluorobenzyl)-N-(2-pyridyl)amino]ethyl]-N-methyl-1,5-pentanediamine), C(=O)(N1C=NC=C1)N1C=NC=C1 (1,1'-carbonyldiimidazole), N1(CCCCC1)CC=1C=C(OCCCN)C=CC1 (3-[3-(piperidinomethyl)phenoxy]propylamine). Yields the product FC1=CC=C(CN(C2=NC=CC=C2)CCN(C)CCCCCNC(=O)NCCCOC2=CC(=CC=C2)CN2CCCCC2)C=C1 (N-[5-[N-[2-[N-(4-fluorobenzyl)-N-(2-pyridyl)amino]ethyl]-N-methylamino]-pentyl]-N'-[3-[3-(piperidinomethyl)phenoxy]propyl]urea). The reactants are C(C1=CC=CC=C1)OC=1C(=NN2C1C(N(CC2)CC2=CC=C(C=C2)F)=O)C(=O)OC (methyl 3-benzyloxy-5-(4-fluorobenzyl)-4-oxo-4,5,6,7-tetrahydropyrazolo[1,5-a]pyrazine-2-carboxylate). Reagents/catalysts: [Pd] (Pd on carbon). The solvent is CO (MeOH). Conditions: time 8 hour. The product is FC1=CC=C(CN2C(C=3N(CC2)N=C(C3O)C(=O)OC)=O)C=C1 (Methyl 5-(4-fluorobenzyl)-3-hydroxy-4-oxo-4,5,6,7-tetrahydropyrazolo[1,5-a]pyrazine-2-carboxylate). RXN SMILES: C([O:8][C:9]1[C:10]([C:27]([O:29][CH3:30])=[O:28])=[N:11][N:12]2[CH2:17][CH2:16][N:15]([CH2:18][C:19]3[CH:24]=[CH:23][C:22]([F:25])=[CH:21][CH:20]=3)[C:14](=[O:26])[C:13]=12)C1C=CC=CC=1>CO.[Pd]>[F:25][C:22]1[CH:21]=[CH:20][C:19]([CH2:18][N:15]2[CH2:16][CH2:17][N:12]3[N:11]=[C:10]([C:27]([O:29][CH3:30])=[O:28])[C:9]([OH:8])=[C:13]3[C:14]2=[O:26])=[CH:24][CH:23]=1. Procedure: Nitrogen gas was bubbled through a solution of methyl 3-benzyloxy-5-(4-fluorobenzyl)-4-oxo-4,5,6,7-tetrahydropyrazolo[1,5-a]pyrazine-2-carboxylate (37 mg, 0.09 mmol) in MeOH. To the solution was added a small amount of 10% Pd on carbon, and the mixture was stirred under an atmosphere of hydrogen gas overnight. The reaction mixture was filtered through celite, and the filter cake was washed with MeOH. The resulting filtrate was concentrated in vacuo to afford the title compound as a white solid. ...